describe an organic reaction: reactants, conditions, products, and yield From a dataset of the Open Reaction Database (ORD), a public repository of structured organic reaction records. The reactants are COCOc1ccc(C2(C)COc3cc(OCOC)ccc3C2(O)C#CCOc2ccc(CCC(O[SiH](C)C)C(C)(C)C)cc2)cc1, COc1ccc(C2(C)CSc3cc(OC)ccc3C2C#CCCCCCCCO[Si](C)(C)C(C)(C)C)cc1. Product: COCOc1ccc(C2(C)COc3cc(OCOC)ccc3C2C#CCOc2ccc(CCC(O[SiH](C)C)C(C)(C)C)cc2)cc1. As a reaction SMILES: [C:1]([CH3:2])([CH3:3])([CH3:4])[CH:5]([CH2:6][CH2:7][c:8]1[cH:9][cH:10][c:11]([O:12][CH2:13][C:14]#[C:15][C:16]2([OH:41])[C:17]([CH3:30])([c:31]3[cH:32][cH:33][c:34]([O:37][CH2:38][O:39][CH3:40])[cH:35][cH:36]3)[CH2:18][O:19][c:20]3[cH:21][c:22]([O:26][CH2:27][O:28][CH3:29])[cH:23][cH:24][c:25]32)[cH:42][cH:43]1)[O:44][SiH:45]([CH3:46])[CH3:47].[C:48]([Si:49]([CH3:50])([CH3:51])[O:52][CH2:53][CH2:54][CH2:55][CH2:56][CH2:57][CH2:58][CH2:59][C:60]#[C:61][CH:62]1[c:63]2[c:64]([cH:65][c:66]([O:67][CH3:68])[cH:69][cH:70]2)[S:71][CH2:72][C:73]1([c:74]1[cH:75][cH:76][c:77]([O:78][CH3:79])[cH:80][cH:81]1)[CH3:82])([CH3:83])([CH3:84])[CH3:85]>>[C:1]([CH3:2])([CH3:3])([CH3:4])[CH:5]([CH2:6][CH2:7][c:8]1[cH:9][cH:10][c:11]([O:12][CH2:13][C:14]#[C:15][CH:16]2[C:17]([CH3:30])([c:31]3[cH:32][cH:33][c:34]([O:37][CH2:38][O:39][CH3:40])[cH:35][cH:36]3)[CH2:18][O:19][c:20]3[cH:21][c:22]([O:26][CH2:27][O:28][CH3:29])[cH:23][cH:24][c:25]32)[cH:42][cH:43]1)[O:44][SiH:45]([CH3:46])[CH3:47]. The reactants are CN1N=C(C=C1C)C(=O)O (1,5-dimethylpyrazole-3-carboxylic acid), C(C)(C)N=C=NC(C)C (diisopropylcarbodiimide), C12(C(=O)CC(CC1)C2(C)C)CS(=O)(=O)O (camphorsulfonic acid), CN(C)C1=NC=CC=C1 (dimethylaminopyridine), N1[C@@H](CC1)C(=O)OC ((2S)-methyl azetidine-2-carboxylate). The solvent is ClCCl (dichloromethane), ClCCl (dichloromethane). Conditions: time 24 hour. Yields the product COC(=O)[C@H]1N(CC1)C(=O)C1=NN(C(=C1)C)C ((2S)-Methyl-1-[(1,5-dimethylpyrazol-3-yl)carbonyl]azetidine-2-carboxylate). Yield: 58.6%. RXN SMILES: [CH3:1][N:2]1[C:6]([CH3:7])=[CH:5][C:4]([C:8]([OH:10])=O)=[N:3]1.C(N=C=NC(C)C)(C)C.C12(CS(O)(=O)=O)C(C)(C)C(CC1)CC2=O.CN(C1C=CC=CN=1)C.[NH:44]1[CH2:47][CH2:46][C@H:45]1[C:48]([O:50][CH3:51])=[O:49]>ClCCl>[CH3:51][O:50][C:48]([C@@H:45]1[CH2:46][CH2:47][N:44]1[C:8]([C:4]1[CH:5]=[C:6]([CH3:7])[N:2]([CH3:1])[N:3]=1)=[O:10])=[O:49]. Reported procedure: To a mixture of the 1,5-dimethylpyrazole-3-carboxylic acid (433.1 mg, 3.09 mmol, 1.0 eq), diisopropylcarbodiimide (0.74 mL, 4.73 mmol, 1.5 eq), camphorsulfonic acid (300.6 mg, 1.29 mmol, 0.4 eq) and dimethylaminopyridine (129.7 mg, 1.06 mmol, 0.3 eq) in dry dichloromethane (30 mL) was added (2S)-methyl azetidine-2-carboxylate (474.4 mg, 3.13 mmol, 1.0 eq) in dry dichloromethane (12 mL) at about room temperature. The mixture was stirred at about room temperature for about 24 hours under argon. Th... As a reaction SMILES: [CH3:23][S:24]([CH3:25])=[O:26].[Cl:13][c:14]1[n:15][c:16]([CH3:21])[cH:17][c:18]([CH3:20])[n:19]1.[K+:12].[N+:1](=[O:2])([O-:3])[c:4]1[cH:5][cH:6][c:7]([OH:10])[cH:8][cH:9]1.[OH-:11].[OH2:22]>>[N+:1](=[O:2])([O-:3])[c:4]1[cH:5][cH:6][c:7]([O:10][c:14]2[n:15][c:16]([CH3:21])[cH:17][c:18]([CH3:20])[n:19]2)[cH:8][cH:9]1. Yields the product Cc1cc(C)nc(Oc2ccc([N+](=O)[O-])cc2)n1. The reactants are CS(C)=O, Cc1cc(C)nc(Cl)n1, [K+], O=[N+]([O-])c1ccc(O)cc1, [OH-], O. The reactants are F[B-](F)(F)F, CNc1cc(Oc2ccc3c(C(=O)O)cccc3c2)ccn1, COc1ccc(N)cc1, CCN(C(C)C)C(C)C, CN(C)C=O, CN(C)C(On1nnc2ccccc21)=[N+](C)C. The product is CNc1cc(Oc2ccc3c(C(=O)Nc4ccc(OC)cc4)cccc3c2)ccn1. RXN SMILES: [B-:41]([F:42])([F:43])([F:44])[F:45].[CH3:1][NH:2][c:3]1[n:4][cH:5][cH:6][c:7]([O:9][c:10]2[cH:11][c:12]3[cH:13][cH:14][cH:15][c:16]([C:20](=[O:21])[OH:22])[c:17]3[cH:18][cH:19]2)[cH:8]1.[CH3:23][O:24][c:25]1[cH:26][cH:27][c:28]([NH2:31])[cH:29][cH:30]1.[CH:32]([N:33]([CH2:34][CH3:35])[CH:36]([CH3:37])[CH3:38])([CH3:39])[CH3:40].[O:63]=[CH:64][N:65]([CH3:66])[CH3:67].[n:46]1([O:47][C:48]([N:49]([CH3:50])[CH3:51])=[N+:52]([CH3:53])[CH3:54])[c:55]2[cH:56][cH:57][cH:58][cH:59][c:60]2[n:61][n:62]1>>[CH3:1][NH:2][c:3]1[n:4][cH:5][cH:6][c:7]([O:9][c:10]2[cH:11][c:12]3[cH:13][cH:14][cH:15][c:16]([C:20](=[O:21])[NH:31][c:28]4[cH:27][cH:26][c:25]([O:24][CH3:23])[cH:30][cH:29]4)[c:17]3[cH:18][cH:19]2)[cH:8]1.